Dataset: the Open Reaction Database (ORD), a public repository of structured organic reaction records. Task: describe an organic reaction: reactants, conditions, products, and yield Reaction SMILES: [CH2:23]([CH2:24][CH2:25][CH3:26])[I:27].[CH3:28][CH2:29][O:30][C:31](=[O:32])[CH3:33].[CH3:34][S:35]([CH3:36])=[O:37].[Na+:22].[OH-:21].[OH:1][c:2]1[cH:3][cH:4][c:5]([CH:8]=[CH:9][c:10]2[cH:11][c:12]3[cH:13][n:14][nH:15][c:16](=[O:20])[c:17]3[cH:18][cH:19]2)[cH:6][cH:7]1>>[OH:1][c:2]1[cH:3][cH:4][c:5]([CH:8]=[CH:9][c:10]2[cH:11][c:12]3[cH:13][n:14][n:15]([CH2:23][CH2:24][CH2:25][CH3:26])[c:16](=[O:20])[c:17]3[cH:18][cH:19]2)[cH:6][cH:7]1. Product: CCCCn1ncc2cc(C=Cc3ccc(O)cc3)ccc2c1=O. Starting materials: CCCCI, CCOC(C)=O, CS(C)=O, [Na+], [OH-], O=c1[nH]ncc2cc(C=Cc3ccc(O)cc3)ccc12. Reactants: COc1cc(Br)ccc1Cl, c1ccc(COCC2CN(Cc3ccccc3)CCN2)cc1, CC(C)(C)[O-], Cc1ccccc1, [Na+]. Yields the product COc1cc(N2CCN(Cc3ccccc3)CC2COCc2ccccc2)ccc1Cl. RXN SMILES: [Br:1][c:2]1[cH:3][cH:4][c:5]([Cl:10])[c:6]([O:8][CH3:9])[cH:7]1.[CH2:11]([c:12]1[cH:13][cH:14][cH:15][cH:16][cH:17]1)[N:18]1[CH2:19][CH:20]([CH2:24][O:25][CH2:26][c:27]2[cH:28][cH:29][cH:30][cH:31][cH:32]2)[NH:21][CH2:22][CH2:23]1.[CH3:33][C:34]([CH3:35])([O-:36])[CH3:37].[CH3:39][c:40]1[cH:41][cH:42][cH:43][cH:44][cH:45]1.[Na+:38]>>[c:2]1([N:21]2[CH:20]([CH2:24][O:25][CH2:26][c:27]3[cH:28][cH:29][cH:30][cH:31][cH:32]3)[CH2:19][N:18]([CH2:11][c:12]3[cH:13][cH:14][cH:15][cH:16][cH:17]3)[CH2:23][CH2:22]2)[cH:3][cH:4][c:5]([Cl:10])[c:6]([O:8][CH3:9])[cH:7]1. The reactants are N#Cc1cc(C(=O)O)ccc1F, O=S(Cl)Cl. Reaction SMILES: [C:1](#[N:2])[c:3]1[cH:4][c:5]([C:6](=[O:7])[OH:8])[cH:9][cH:10][c:11]1[F:12].[S:13]([Cl:14])([Cl:15])=[O:16]>>[C:1](#[N:2])[c:3]1[cH:4][c:5]([C:6](=[O:7])[Cl:15])[cH:9][cH:10][c:11]1[F:12]. The product is N#Cc1cc(C(=O)Cl)ccc1F. Starting materials: C1(CCC1)N (cyclobutylamine), COC(=O)C1=NN(C=C1NC(=O)C1=NC(=CC=C1NC=1C=NC=NC1)C1CC1)C (4-{[6-cyclopropyl-3-(pyrimidin-5-ylamino)-pyridine-2-carbonyl]-amino}-1-methyl-1H-pyrazole-3-carboxylic acid methyl ester). The product is C1(CCC1)NC(=O)C1=NN(C=C1NC(=O)C1=NC(=CC=C1NC=1C=NC=NC1)C1CC1)C (6-Cyclopropyl-3-(pyrimidin-5-ylamino)-pyridine-2-carboxylic acid (3-cyclobutylcarbamoyl-1-methyl-1H-pyrazol-4-yl)-amide). Yield: 24.0%. Reaction SMILES: [CH:1]1([NH2:5])[CH2:4][CH2:3][CH2:2]1.C[O:7][C:8]([C:10]1[C:14]([NH:15][C:16]([C:18]2[C:23]([NH:24][C:25]3[CH:26]=[N:27][CH:28]=[N:29][CH:30]=3)=[CH:22][CH:21]=[C:20]([CH:31]3[CH2:33][CH2:32]3)[N:19]=2)=[O:17])=[CH:13][N:12]([CH3:34])[N:11]=1)=O>>[CH:1]1([NH:5][C:8]([C:10]2[C:14]([NH:15][C:16]([C:18]3[C:23]([NH:24][C:25]4[CH:26]=[N:27][CH:28]=[N:29][CH:30]=4)=[CH:22][CH:21]=[C:20]([CH:31]4[CH2:33][CH2:32]4)[N:19]=3)=[O:17])=[CH:13][N:12]([CH3:34])[N:11]=2)=[O:7])[CH2:4][CH2:3][CH2:2]1. Procedure details: According to the general method described in step 5 of example 27, reaction of cyclobutylamine with 4-{[6-cyclopropyl-3-(pyrimidin-5-ylamino)-pyridine-2-carbonyl]-amino}-1-methyl-1H-pyrazole-3-carboxylic acid methyl ester provided the title compound (24%) as yellow powder. Starting materials: C(C=C)C=1C=C(C=NC1)OC[C@@H]1N(CCC1)C (5-allyl-3-(1-methyl-2-(R)-pyrrolidinylmethoxy)pyridine), Cl (hydrogen chloride), Cl (HCl), O (H2O), CI NH3, CO (MeOH). Run in CCOCC (Et2O). Product: Cl.C(C=C)C=1C=C(C=NC1)OC[C@H]1NCC1 (5-Allyl-3-(2-(S)-azetidinylmethoxy)pyridine hydrochloride). RXN SMILES: [CH2:1]([C:4]1[CH:5]=[C:6]([O:10][CH2:11][C@H:12]2[CH2:16]CC[N:13]2[CH3:17])[CH:7]=[N:8][CH:9]=1)[CH:2]=[CH2:3].[ClH:18].O.CO>CCOCC>[ClH:18].[CH2:1]([C:4]1[CH:5]=[C:6]([O:10][CH2:11][C@@H:12]2[CH2:16][CH2:17][NH:13]2)[CH:7]=[N:8][CH:9]=1)[CH:2]=[CH2:3] |f:5.6|. Procedure: To a solution of 5-allyl-3-(1-methyl-2-(R)-pyrrolidinylmethoxy)pyridine in Et2O was added hydrogen chloride (1.0 M in Et2O) carefully to afford the tittle compound: 1H NMR (D2O) δ 2.70 (q, 2H, J=8.5 Hz), 3.49 (d, 2H, J=6.5 Hz), 4.02-4.20 (m, 2H), 4.44 (d, 2H, J=4.5 Hz), 4.95 (m, 1H), 5.12-5.20 (m, 2H), 6.05 (m, 1H), 7.53 (s, 1H), 8.15 (s, 1H), 8.24 (d, 1H, J=2.0 Hz); MS (CI/NH3) m/z 205 (M+H)+. Anal. Calcd for C12H16N2O.2 HCl.0.2 H2O: C, 54.14; H, 6.82; N, 10.52. Found: C, 54.30; H, 6.82; N, 10.... Starting materials: COCOCC=1C=CC(=NC1)C (5-methoxymethoxymethyl-2-methylpyridine), C=O (formalin). The product is COCOCC=1C=CC(=NC1)CCO (2-(5-methoxymethoxymethyl-2-pyridyl)ethanol). Yield: 32.8%. RXN SMILES: [CH3:1][O:2][CH2:3][O:4][CH2:5][C:6]1[CH:7]=[CH:8][C:9]([CH3:12])=[N:10][CH:11]=1.[CH2:13]=[O:14]>>[CH3:1][O:2][CH2:3][O:4][CH2:5][C:6]1[CH:7]=[CH:8][C:9]([CH2:12][CH2:13][OH:14])=[N:10][CH:11]=1. Reported procedure: A mixture of 5-methoxymethoxymethyl-2-methylpyridine (30.5 g) and formalin (37% aq., HCHO, 22.2 g) was heated in a sealed tube at 150° to 160° C. for 8 hours. The reaction mixture was concentrated under reduced pressure and the oily residue was subjected to silica gel column chromatography. A fraction eluted with chloroform-methanol (20:1, v/v) gave 2-(5-methoxymethoxymethyl-2-pyridyl)ethanol (11.8 g, yield: 33%) as oil. Reactants: S1C(NC2=C1CCC2)=O (2,3,5,6,-tetrahydro-4H-cyclopentathiazoline-2-one), C([O-])([O-])=O.[K+].[K+] (potassium carbonate), P(=S)(OCC)(OCC)Cl (O,O-diethyl chlorothiophosphate). The solvent is CC(=O)C (acetone). Yields the product 4g, C(C)OP(=S)(OCC)OC=1SC2=C(N1)CCC2 (2-(diethoxythiophosphoryloxy)-5,6-dihydro-4H-cyclopentathiazole). As a reaction SMILES: [S:1]1[C:5]2[CH2:6][CH2:7][CH2:8][C:4]=2[NH:3][C:2]1=[O:9].C(=O)([O-])[O-].[K+].[K+].[P:16](Cl)([O:21][CH2:22][CH3:23])([O:18][CH2:19][CH3:20])=[S:17]>CC(C)=O>[CH2:19]([O:18][P:16]([O:9][C:2]1[S:1][C:5]2[CH2:6][CH2:7][CH2:8][C:4]=2[N:3]=1)([O:21][CH2:22][CH3:23])=[S:17])[CH3:20] |f:1.2.3|. Reported procedure: A mixture of 21 g of 2,3,5,6,-tetrahydro-4H-cyclopentathiazoline-2-one, 21 g of potassium carbonate and 300 ml of acetone was refluxed for 1 hour and after the addition of 28 g of O,O-diethyl chlorothiophosphate thereto, the mixture was refluxed for 1 hour. The mineral salts were filtered off and the filtrate was distilled to dryness under reduced pressure. The residue was chromatographed over silica gel and was eluted with an 8-2 cyclohexane-ethyl acetate to obtain 4g of 2-(diethoxythiophosphor... The reactants are N,N'-carbonyldiimidazole, COC1=CC=C(CS[C@H]2C[C@H](N(C2)C(=O)OCC2=CC=C(C=C2)[N+](=O)[O-])C(=O)O)C=C1 ((2S,4S)-4-(4-methoxybenzylthio)-1-(4-nitrobenzyloxycarbonyl)-2-pyrrolidinecarboxylic acid), C(C)(C)(C)OC(=O)N1CCNCC1 (1-t-butoxycarbonylpiperazine). Run in C(C)#N (acetonitrile), C(C)#N (acetonitrile). Reaction conditions: time 1 hour. Yields the product COC1=CC=C(CS[C@H]2C[C@H](N(C2)C(=O)OCC2=CC=C(C=C2)[N+](=O)[O-])C(=O)N2CCN(CC2)C(=O)OC(C)(C)C)C=C1 ((2S,4S)-4-(4-Methoxybenzylthio)-2-(4-t-butoxycarbonylpiperazin-1-ylcarbonyl)-1-(4-nitrobenzyloxycarbonyl)pyrrolidine). The yield is 87.9%. RXN SMILES: [CH3:1][O:2][C:3]1[CH:31]=[CH:30][C:6]([CH2:7][S:8][C@@H:9]2[CH2:13][N:12]([C:14]([O:16][CH2:17][C:18]3[CH:23]=[CH:22][C:21]([N+:24]([O-:26])=[O:25])=[CH:20][CH:19]=3)=[O:15])[C@H:11]([C:27](O)=[O:28])[CH2:10]2)=[CH:5][CH:4]=1.[C:32]([O:36][C:37]([N:39]1[CH2:44][CH2:43][NH:42][CH2:41][CH2:40]1)=[O:38])([CH3:35])([CH3:34])[CH3:33]>C(#N)C>[CH3:1][O:2][C:3]1[CH:4]=[CH:5][C:6]([CH2:7][S:8][C@@H:9]2[CH2:13][N:12]([C:14]([O:16][CH2:17][C:18]3[CH:23]=[CH:22][C:21]([N+:24]([O-:26])=[O:25])=[CH:20][CH:19]=3)=[O:15])[C@H:11]([C:27]([N:42]3[CH2:41][CH2:40][N:39]([C:37]([O:36][C:32]([CH3:35])([CH3:34])[CH3:33])=[O:38])[CH2:44][CH2:43]3)=[O:28])[CH2:10]2)=[CH:30][CH:31]=1. Reported procedure: 1.78 g of N,N'-carbonyldiimidazole was added to a solution of 4.46 g of (2S,4S)-4-(4-methoxybenzylthio)-1-(4-nitrobenzyloxycarbonyl)-2-pyrrolidinecarboxylic acid in 45 ml of dry acetonitrile, and the resulting mixture was stirred at room temperature for 1 hour. The reaction mixture was then cooled with ice, and a solution of 2.05 g of 1-t-butoxycarbonylpiperazine in 45 ml of dry acetonitrile was added to the mixture, which was then allowed to stand overnight at room temperature. At the end of th... Reactants: COC(=O)c1cc(N)c2c(c1)[nH]c1ncc(C)cc12, Cc1cnc2[nH]c3cc(C#N)cc(I)c3c2c1. Product: COC(=O)c1cc(I)c2c(c1)[nH]c1ncc(C)cc12. As a reaction SMILES: [CH3:1][O:2][C:3](=[O:4])[c:5]1[cH:6][c:7]([NH2:19])[c:8]2[c:9]3[c:10]([nH:11][c:12]2[cH:13]1)[n:14][cH:15][c:16]([CH3:18])[cH:17]3.[I:20][c:21]1[cH:22][c:23]([C:24]#[N:25])[cH:26][c:27]2[c:28]1[c:29]1[cH:30][c:31]([CH3:32])[cH:33][n:34][c:35]1[nH:36]2>>[CH3:1][O:2][C:3](=[O:4])[c:5]1[cH:6][c:7]([I:20])[c:8]2[c:9]3[c:10]([nH:11][c:12]2[cH:13]1)[n:14][cH:15][c:16]([CH3:18])[cH:17]3. Reactants: peroxide, ( 500 ), Ca Mg, N#CN.[Ca] (calcium cyanamide), N#CN (cyanamide), C(=O)([O-])[O-].[Ca+2] (CaCO3), B1(OO1)[O-].O.O.O.O.[Na+] (sodium perborate tetrahydrate). Solvent: O (water), O (water), O (water), O (water). Reaction conditions: temperature 120 fahrenheit. Product: B(=O)O[O-].[Na+] (sodium perborate), N#CN.[Ca] (calcium cyanamide). As a reaction SMILES: C([O-])([O-])=O.[Ca+2:5].[B:6]1([O-:9])[O:8][O:7]1.O.O.O.O.[Na+:14].[N:15]#[C:16][NH2:17].N#CN.[Ca]>O>[B:6]([O:7][O-:8])=[O:9].[Na+:14].[N:15]#[C:16][NH2:17].[Ca:5] |f:0.1,2.3.4.5.6.7,9.10,12.13,14.15|. Procedure: Five hundred (500) ml of deionized water was added to a U.S. Testing, Inc. Terg-O-Tometer bath maintained at a temperature of 120° F and the hardness level of the water adjusted to 150 ppm as CaCO3 (Ca/Mg = 3/2 on a molar basis). The peroxide-based bleach (sodium perborate tetrahydrate) and metal cyanamide activator (crude calcium cyanamide) were then added to the wash water in the concentrations shown in Table I, and the water agitated to avoid localized concentrations of any one additive. The ...